This data is from the Open Reaction Database (ORD), a public repository of structured organic reaction records. The task is: describe an organic reaction: reactants, conditions, products, and yield Starting materials: CS(C)=O, O=[N+]([O-])c1ccc(F)cc1, [K+], [K+], CC(=O)N1CCNCC1, O=C([O-])[O-], O. As a reaction SMILES: [CH3:27][S:28]([CH3:29])=[O:30].[F:1][c:2]1[cH:3][cH:4][c:5]([N+:8](=[O:9])[O-:10])[cH:6][cH:7]1.[K+:20].[K+:21].[N:11]1([C:17]([CH3:18])=[O:19])[CH2:12][CH2:13][NH:14][CH2:15][CH2:16]1.[O-:22][C:23]([O-:24])=[O:25].[OH2:26]>>[c:2]1([N:14]2[CH2:13][CH2:12][N:11]([C:17]([CH3:18])=[O:19])[CH2:16][CH2:15]2)[cH:3][cH:4][c:5]([N+:8](=[O:9])[O-:10])[cH:6][cH:7]1. Yields the product CC(=O)N1CCN(c2ccc([N+](=O)[O-])cc2)CC1.